This data is from the Open Reaction Database (ORD), a public repository of structured organic reaction records. The task is: describe an organic reaction: reactants, conditions, products, and yield Starting materials: C1(CC1)N1C=C(C(C2=C(C(=C(C(=C12)F)F)F)F)=O)C(=O)O (1-cyclopropyl-5,6,7,8-tetrafluoro-1,4-dihydro-4-oxoquinoline-3-carboxylic acid), FC=1C=C2CNCC2=CC1 (5-fluoroisoindoline), C1CCC2=NCCCN2CC1 (DBU). Solvent: CN(C)C=O (DMF). Product: FC=1C=C2CN(CC2=CC1)C1=C(C(=C2C(C(=CN(C2=C1F)C1CC1)C(=O)O)=O)F)F (7(5-fluoro-2-isoindolinyl)-1-cyclopropyl-5,6,8-trifluoro-1,4-dihydro-4-oxoquinoline-3-carboxylic acid). Isolated yield 37.0%. RXN SMILES: [CH:1]1([N:4]2[C:13]3[C:8](=[C:9]([F:17])[C:10]([F:16])=[C:11](F)[C:12]=3[F:14])[C:7](=[O:18])[C:6]([C:19]([OH:21])=[O:20])=[CH:5]2)[CH2:3][CH2:2]1.[F:22][C:23]1[CH:24]=[C:25]2[C:29](=[CH:30][CH:31]=1)[CH2:28][NH:27][CH2:26]2.C1CCN2C(=NCCC2)CC1>CN(C=O)C>[F:22][C:23]1[CH:24]=[C:25]2[C:29](=[CH:30][CH:31]=1)[CH2:28][N:27]([C:11]1[C:12]([F:14])=[C:13]3[C:8]([C:7](=[O:18])[C:6]([C:19]([OH:21])=[O:20])=[CH:5][N:4]3[CH:1]3[CH2:3][CH2:2]3)=[C:9]([F:17])[C:10]=1[F:16])[CH2:26]2. Reported procedure: 210 mg of 1-cyclopropyl-5,6,7,8-tetrafluoro-1,4-dihydro-4-oxoquinoline-3-carboxylic acid, 106 mg of 5-fluoroisoindoline, 213 mg of DBU, and 1.5 ml of anhydrous DMF were processed in the same manner as in Example 20 to produce 108 mg of the target compound. Reaction SMILES: [Ag+:40].[Al:35].[C:10]([CH3:11])([CH3:12])([CH3:13])[C:14]([OH:15])=[O:16].[N+:36]([O-:37])([O-:38])=[O:39].[NH4+:27].[NH4+:28].[OH2:29].[OH:1][C:2](=[O:3])[c:4]1[cH:5][cH:6][cH:7][n:8][cH:9]1.[S:17]([O:18][O:19][S:20]([O-:21])(=[O:22])=[O:23])([O-:24])(=[O:25])=[O:26].[S:30](=[O:31])(=[O:32])([OH:33])[OH:34]>>[OH:1][C:2](=[O:3])[c:4]1[cH:5][cH:6][c:7]([C:10]([CH3:11])([CH3:12])[CH3:13])[n:8][cH:9]1. Starting materials: [Ag+], [Al], CC(C)(C)C(=O)O, O=[N+]([O-])[O-], [NH4+], [NH4+], O, O=C(O)c1cccnc1, O=S(=O)([O-])OOS(=O)(=O)[O-], O=S(=O)(O)O. Yields the product CC(C)(C)c1ccc(C(=O)O)cn1. Starting materials: C(C)(C)(C)[Si](C1=CC=CC=C1)(C1=CC=CC=C1)OC1=C(C=C(C=C1)F)F (tert-butyl-(2,4-difluoro-phenoxy)-diphenyl-silane), CN(CCN(CCN(C)C)C)C (1,1,4,7,7-pentamethyldiethylenetriamine), [Li]CCCC (n-BuLi), Cl (HCl), NH4, C(C)OC(C=O)=O (glyoxalic acid ethylester). The solvent is COCCOC (DME), CCCCCC (hexane), C1(=CC=CC=C1)C (toluene). Reaction conditions: temperature -70 celsius, time 1 hour. Product: C(C)OC(C(O)C1=C(C(=CC=C1F)O[Si](C1=CC=CC=C1)(C1=CC=CC=C1)C(C)(C)C)F)=O ((RS)-[3-(tert-butyl-diphenyl-silanyloxy)-2,6-difluoro-phenyl]-hydroxy-acetic acid ethyl ester). Isolated yield 54.0%. As a reaction SMILES: [C:1]([Si:5]([O:18][C:19]1[CH:24]=[CH:23][C:22]([F:25])=[CH:21][C:20]=1[F:26])([C:12]1[CH:17]=[CH:16][CH:15]=[CH:14][CH:13]=1)[C:6]1[CH:11]=[CH:10][CH:9]=[CH:8][CH:7]=1)([CH3:4])([CH3:3])[CH3:2].CN(C)CCN(C)CCN(C)C.[Li]CCCC.[CH2:44]([O:46][C:47](=[O:50])[CH:48]=[O:49])[CH3:45].Cl>COCCOC.CCCCCC.C1(C)C=CC=CC=1>[CH2:44]([O:46][C:47](=[O:50])[CH:48]([C:21]1[C:22]([F:25])=[CH:23][CH:24]=[C:19]([O:18][Si:5]([C:1]([CH3:4])([CH3:2])[CH3:3])([C:6]2[CH:7]=[CH:8][CH:9]=[CH:10][CH:11]=2)[C:12]2[CH:17]=[CH:16][CH:15]=[CH:14][CH:13]=2)[C:20]=1[F:26])[OH:49])[CH3:45]. Procedure details: A solution under Ar of tert-butyl-(2,4-difluoro-phenoxy)-diphenyl-silane (102 g) and 1,1,4,7,7-pentamethyldiethylenetriamine (50.6 g) in DME (800 ml) was cooled to −70° C. before addition of 1.6 N n-BuLi in hexane (182 ml) over a period of 1 h. The yellow solution was stirred 1 h at −70° C. 50% glyoxalic acid ethylester in toluene (113 g) was added over a period of 1 h. The reaction mixture was stirred 2 h more at −70° C. before heating up over 1 h to 0° C. Sat. NH4 sol. (300 ml) was added and t... Reactants: NCCCCCCCCCN1CCC(CC1)CN1N=C(N=C1)C(O)(C1=CC=CC=C1)C1CCCCC1 ((1-{[1-(9-aminononyl)piperidin-4-yl]methyl}-1H-1,2,4-triazol-3-yl)(cyclohexyl)phenylmethanol), C(C1=CC=CC=C1)OC=1C=CC(=C2C=CC(NC12)=O)[C@H](CBr)O[Si](C)(C)C(C)(C)C (8-(benzyloxy)-5-[(1R)-2-bromo-1-{[tert-butyl(dimethyl)silyl]oxy}ethyl]quinolin-2(1H)-one). The product is C(C1=CC=CC=C1)OC=1C=CC(=C2C=CC(NC12)=O)[C@H](CNCCCCCCCCCN1CCC(CC1)CN1N=C(N=C1)C(C1=CC=CC=C1)(O)C1CCCCC1)O[Si](C)(C)C(C)(C)C (8-(benzyloxy)-5-[(1R)-1-{[tert-butyl(dimethyl)silyl]oxy}-2-({9-[4-({3-[cyclohexyl(hydroxy)phenyl methyl]-1H-1,2,4-triazol-1-yl}methyl)piperidin-1-yl]nonyl}-amino)ethyl]quinolin-2(1H)-one). Isolated yield 24.0%. Reaction SMILES: [NH2:1][CH2:2][CH2:3][CH2:4][CH2:5][CH2:6][CH2:7][CH2:8][CH2:9][CH2:10][N:11]1[CH2:16][CH2:15][CH:14]([CH2:17][N:18]2[CH:22]=[N:21][C:20]([C:23]([CH:31]3[CH2:36][CH2:35][CH2:34][CH2:33][CH2:32]3)([C:25]3[CH:30]=[CH:29][CH:28]=[CH:27][CH:26]=3)[OH:24])=[N:19]2)[CH2:13][CH2:12]1.[CH2:37]([O:44][C:45]1[CH:46]=[CH:47][C:48]([C@@H:56]([O:59][Si:60]([C:63]([CH3:66])([CH3:65])[CH3:64])([CH3:62])[CH3:61])[CH2:57]Br)=[C:49]2[C:54]=1[NH:53][C:52](=[O:55])[CH:51]=[CH:50]2)[C:38]1[CH:43]=[CH:42][CH:41]=[CH:40][CH:39]=1>>[CH2:37]([O:44][C:45]1[CH:46]=[CH:47][C:48]([C@@H:56]([O:59][Si:60]([C:63]([CH3:64])([CH3:66])[CH3:65])([CH3:62])[CH3:61])[CH2:57][NH:1][CH2:2][CH2:3][CH2:4][CH2:5][CH2:6][CH2:7][CH2:8][CH2:9][CH2:10][N:11]2[CH2:12][CH2:13][CH:14]([CH2:17][N:18]3[CH:22]=[N:21][C:20]([C:23]([CH:31]4[CH2:32][CH2:33][CH2:34][CH2:35][CH2:36]4)([OH:24])[C:25]4[CH:30]=[CH:29][CH:28]=[CH:27][CH:26]=4)=[N:19]3)[CH2:15][CH2:16]2)=[C:49]2[C:54]=1[NH:53][C:52](=[O:55])[CH:51]=[CH:50]2)[C:38]1[CH:39]=[CH:40][CH:41]=[CH:42][CH:43]=1. Procedure: The title compound was prepared from (1-{[1-(9-aminononyl)piperidin-4-yl]methyl}-1H-1,2,4-triazol-3-yl)(cyclohexyl)phenylmethanol (Preparation 22, 150 mg, 0.303 mg) and 8-(benzyloxy)-5-[(1R)-2-bromo-1-{[tert-butyl(dimethyl)silyl]oxy}ethyl]quinolin-2(1H)-one (WO05/09286, 148 mg, 0.303 mmol) using the same method as described in preparation 7, to give a clear oil, in 24% yield, 66 mg. Starting materials: CCO, O=C1c2ccccc2C(=O)N1CCc1cccc([N+](=O)[O-])c1, NN. Yields the product NCCc1cccc([N+](=O)[O-])c1. Reaction SMILES: [CH3:25][CH2:26][OH:27].[N+:1](=[O:2])([O-:3])[c:4]1[cH:5][c:6]([CH2:7][CH2:8][N:9]2[C:10](=[O:11])[c:12]3[cH:13][cH:14][cH:15][cH:16][c:17]3[C:18]2=[O:19])[cH:20][cH:21][cH:22]1.[NH2:23][NH2:24]>>[N+:1](=[O:2])([O-:3])[c:4]1[cH:5][c:6]([CH2:7][CH2:8][NH2:9])[cH:20][cH:21][cH:22]1. The reactants are N(=[N+]=[N-])CC1=C(SC=C1)CC(=O)OC (methyl 2-(3-azidomethyl-2-thienyl)acetate), Cl (hydrochloric acid). The solvent is O1CCCC1 (tetrahydrofuran). Product: N(=[N+]=[N-])CC1=C(SC=C1)CC(=O)O (2-(3-Azidomethyl-2-thienyl)acetic Acid). The yield is 72.0%. Reaction SMILES: [N:1]([CH2:4][C:5]1[CH:9]=[CH:8][S:7][C:6]=1[CH2:10][C:11]([O:13]C)=[O:12])=[N+:2]=[N-:3].Cl>O1CCCC1>[N:1]([CH2:4][C:5]1[CH:9]=[CH:8][S:7][C:6]=1[CH2:10][C:11]([OH:13])=[O:12])=[N+:2]=[N-:3]. Reported procedure: A solution of 15.6 g. of the above ester in 200 ml. of tetrahydrofuran and 30 ml. of 3 N hydrochloric acid is heated under reflux for 5 hours. The cooled solution is then basified to pH 10 and the mixture is extracted with ether. The ether is discarded and the pH of the residual aqueous phase is lowered to 2. The product is then extracted into ether. The ether is dried and evaporated to give 10.5 g. (72% yield) of the acid as an oily solid. Reactants: FC=1C=C2C=C(NC2=CC1)C (5-fluoro-2-methyl-1H-indole), CS(=O)(=O)C=1C=CC=C2C(=CC=NC12)Cl (8-methanesulphonyl-4-chloroquinoline). The product is FC=1C=C2C(=C(NC2=CC1)C)C1=CC=NC2=C(C=CC=C12)S(=O)(=O)C (4-(5-fluoro-2-methyl-1H-indol-3-yl)-8-(methylsulfonyl)-quinoline). Reaction SMILES: [F:1][C:2]1[CH:3]=[C:4]2[C:8](=[CH:9][CH:10]=1)[NH:7][C:6]([CH3:11])=[CH:5]2.[CH3:12][S:13]([C:16]1[CH:17]=[CH:18][CH:19]=[C:20]2[C:25]=1[N:24]=[CH:23][CH:22]=[C:21]2Cl)(=[O:15])=[O:14]>>[F:1][C:2]1[CH:3]=[C:4]2[C:8](=[CH:9][CH:10]=1)[NH:7][C:6]([CH3:11])=[C:5]2[C:21]1[C:20]2[C:25](=[C:16]([S:13]([CH3:12])(=[O:14])=[O:15])[CH:17]=[CH:18][CH:19]=2)[N:24]=[CH:23][CH:22]=1. Procedure details: The sub-title compound was prepared by the method of Example 40 step a, using 5-fluoro-2-methyl-1H-indole and 8-methanesulphonyl-4-chloroquinoline. Reactants: C([O-])([O-])=O.[Cs+].[Cs+] (Cesium carbonate), COC(CC=1C2=C(SC1)C(=CC=C2)O)=O ((7-Hydroxy-benzo[b]thiophen-3-yl)acetic acid methyl ester), ClCC1=NOC(=C1)C1=CC=C(C=C1)Cl (3-chloromethyl-5-(4-chloro-phenyl)-isoxazole). The solvent is C(C)#N (acetonitrile), ClCCl (dichloromethane). Run at time 20 hour. The product is ClC1=CC=C(C=C1)C1=CC(=NO1)COC1=CC=CC2=C1SC=C2CC(=O)O ({7-[5-(4-Chloro-phenyl)-isoxazol-3-ylmethoxy]-benzo[b]thiophen-3-yl}-acetic acid). Isolated yield 38.0%. As a reaction SMILES: C(=O)([O-])[O-].[Cs+].[Cs+].C[O:8][C:9](=[O:21])[CH2:10][C:11]1[C:12]2[CH:19]=[CH:18][CH:17]=[C:16]([OH:20])[C:13]=2[S:14][CH:15]=1.Cl[CH2:23][C:24]1[CH:28]=[C:27]([C:29]2[CH:34]=[CH:33][C:32]([Cl:35])=[CH:31][CH:30]=2)[O:26][N:25]=1>C(#N)C.ClCCl>[Cl:35][C:32]1[CH:31]=[CH:30][C:29]([C:27]2[O:26][N:25]=[C:24]([CH2:23][O:20][C:16]3[C:13]4[S:14][CH:15]=[C:11]([CH2:10][C:9]([OH:8])=[O:21])[C:12]=4[CH:19]=[CH:18][CH:17]=3)[CH:28]=2)=[CH:34][CH:33]=1 |f:0.1.2|. Procedure details: Cesium carbonate (0.31 g, 90 mmol) was added to a stirred solution of compound 77B from the preceding step (0.14 g, 0.63 mmol) and commercially available 3-chloromethyl-5-(4-chloro-phenyl)-isoxazole (0.14 g, 0.63 mmol) in 15-20 mL of acetonitrile at room temp. After 20 hours the mixture was stripped of solvent in vacuo. The residue was dissolved in dichloromethane and filtered through a short column of Celite® over silica gel, eluting with several column volumes of solvent. The filtrate was stri... The reactants are CC(=O)O, Fc1ccc(-n2ccc3cc(Cl)ccc32)cc1, Fc1ccc(-n2cc(C3=CCNCC3)c3cc(Cl)ccc32)cc1, O=C1CCNCC1, O=C(O)C(F)(F)F. The product is Fc1ccc(-n2cc(C3CCNCC3)c3cc(Cl)ccc32)cc1. Reaction SMILES: [CH3:55][C:56](=[O:57])[OH:58].[Cl:1][c:2]1[cH:3][c:4]2[c:5]([cH:6][cH:7]1)[n:8](-[c:9]1[cH:10][cH:11][c:12]([F:13])[cH:14][cH:15]1)[cH:16][cH:17]2.[Cl:25][c:26]1[cH:27][c:28]2[c:29]([C:42]3=[CH:47][CH2:46][NH:45][CH2:44][CH2:43]3)[cH:30][n:31](-[c:35]3[cH:36][cH:37][c:38]([F:41])[cH:39][cH:40]3)[c:32]2[cH:33][cH:34]1.[NH:18]1[CH2:19][CH2:20][C:21](=[O:22])[CH2:23][CH2:24]1.[OH:48][C:49]([C:50]([F:51])([F:52])[F:53])=[O:54]>>[Cl:25][c:26]1[cH:27][c:28]2[c:29]([CH:42]3[CH2:43][CH2:44][NH:45][CH2:46][CH2:47]3)[cH:30][n:31](-[c:35]3[cH:36][cH:37][c:38]([F:41])[cH:39][cH:40]3)[c:32]2[cH:33][cH:34]1.